From a dataset of the Open Reaction Database (ORD), a public repository of structured organic reaction records. describe an organic reaction: reactants, conditions, products, and yield Starting materials: C(C=C)[C@@]1(C(N([C@@H]([C@H](C1)C1=CC(=CC=C1)Cl)C1=CC=C(C=C1)Cl)[C@H](C(=O)OC)CC)=O)C ((S)-methyl 2-((3S,5R,6S)-3-allyl-5-(3-chlorophenyl)-6-(4-chlorophenyl)-3-methyl-2-oxopiperidin-1-yl)butanoate), C(C=C)[C@@]1(C(N([C@@H]([C@H](C1)C1=CC(=CC=C1)Cl)C1=CC=C(C=C1)Cl)[C@H](C(=O)OC)CC)=O)C ((S)-Methyl 2-((3S,5R,6S)-3-allyl-5-(3-chlorophenyl)-6-(4-chlorophenyl)-3-methyl-2-oxopiperidin-1-yl)butanoate), [BH4-].[Li+] (lithium tetrahydroborate). The solvent is CCOCC (Et2O), C1CCOC1 (THF), C1CCOC1 (THF). Reaction conditions: temperature 25 celsius, time 2 hour. Product: C(C=C)[C@@]1(C(N([C@@H]([C@H](C1)C1=CC(=CC=C1)Cl)C1=CC=C(C=C1)Cl)[C@@H](CO)CC)=O)C ((3S,5R,6S)-3-Allyl-5-(3-chlorophenyl)-6-(4-chlorophenyl)-1-((R)-1-hydroxybutan-2-yl)-3-methylpiperidin-2-one). As a reaction SMILES: [CH2:1]([C@@:4]1([CH3:32])[CH2:9][C@H:8]([C:10]2[CH:15]=[CH:14][CH:13]=[C:12]([Cl:16])[CH:11]=2)[C@@H:7]([C:17]2[CH:22]=[CH:21][C:20]([Cl:23])=[CH:19][CH:18]=2)[N:6]([C@@H:24]([CH2:29][CH3:30])[C:25](OC)=[O:26])[C:5]1=[O:31])[CH:2]=[CH2:3].[BH4-].[Li+]>CCOCC.C1COCC1>[CH2:1]([C@@:4]1([CH3:32])[CH2:9][C@H:8]([C:10]2[CH:15]=[CH:14][CH:13]=[C:12]([Cl:16])[CH:11]=2)[C@@H:7]([C:17]2[CH:18]=[CH:19][C:20]([Cl:23])=[CH:21][CH:22]=2)[N:6]([C@H:24]([CH2:29][CH3:30])[CH2:25][OH:26])[C:5]1=[O:31])[CH:2]=[CH2:3] |f:1.2|. Procedure: To a solution of (S)-methyl 2-((3S,5R,6S)-3-allyl-5-(3-chlorophenyl)-6-(4-chlorophenyl)-3-methyl-2-oxopiperidin-1-yl)butanoate and (R)-methyl 2-((3S,5R,6S)-3-allyl-5-(3-chlorophenyl)-6-(4-chlorophenyl)-3-methyl-2-oxopiperidin-1-yl)butanoate (1.73 g, 3.64 mmol) (mixture of stereoisomers from Example 91, Step A) in 27 mL of Et2O and 9 mL of THF was added a solution of lithium tetrahydroborate in THF (0.238 mL, 7.28 mmol) at 0° C. The resulting solution was stirred at 25° C. for 2 h. The reaction w... The reactants are ClC=1C2=C(N=C(N1)C1=C(C=CC=C1)Cl)C=NC=C2 (4-Chloro-2-(2-chloro-phenyl)-pyrido[3,4-d]pyrimidine), N1N=C(C2=CC=CC=C12)N (1H-indazol-3-ylamine). Yields the product ClC1=C(C=CC=C1)C=1N=C(C2=C(N1)C=NC=C2)NC2=NNC1=CC=CC=C21 ([2-(2-Chloro-phenyl)-pyrido[3,4-d]pyrimidin-4-yl]-(1H-indazol-3-yl)-amine), di-TFA. The yield is 33.0%. Reaction SMILES: Cl[C:2]1[C:3]2[CH:18]=[CH:17][N:16]=[CH:15][C:4]=2[N:5]=[C:6]([C:8]2[CH:13]=[CH:12][CH:11]=[CH:10][C:9]=2[Cl:14])[N:7]=1.[NH:19]1[C:27]2[C:22](=[CH:23][CH:24]=[CH:25][CH:26]=2)[C:21]([NH2:28])=[N:20]1>>[Cl:14][C:9]1[CH:10]=[CH:11][CH:12]=[CH:13][C:8]=1[C:6]1[N:7]=[C:2]([NH:28][C:21]2[C:22]3[C:27](=[CH:26][CH:25]=[CH:24][CH:23]=3)[NH:19][N:20]=2)[C:3]2[CH:18]=[CH:17][N:16]=[CH:15][C:4]=2[N:5]=1. Procedure details: Prepared from 4-Chloro-2-(2-chloro-phenyl)-pyrido[3,4-d]pyrimidine (100 mg, 0.36 mmol) and 1H-indazol-3-ylamine (88 mg, 0.66 mmol). Purification by preparative HPLC afforded the title compound as a yellow, di-TFA salt (72 mg, 33% yield). HPLC-Method A, Rt 3.21 min; 1H NMR (DMSO, 500 MHz): δ 12.95 (1H, s), 10.90 (1H, bs), 9.25 (1H, s), 8.75 (1H, m), 8.55 (1H, m), 7.65 (1H, m), 7.55 (1H, m), 7.50–7.30 (5H, m), 7.00(1H, m); MS (m/z), MH+ 373.1. Reactants: COC1=CC(=CC=C1)OC (1,3-dimethoxybenzene), COC1=CC2=CC(=CC=C2C=C1)OC (2,7-dimethoxynaphthalene), N1C(=S)NC(=O)CC1=O (thiobarbituric acid). The product is COC1C(NC(NC1=O)=S)=O (methoxy-thiobarbituric acid). RXN SMILES: [CH3:1][O:2]C1C=CC=C(OC)C=1.COC1C=CC2C(=CC(OC)=CC=2)C=1.[NH:25]1[C:32](=[O:33])[CH2:31][C:29](=[O:30])[NH:28][C:26]1=[S:27]>>[CH3:1][O:2][CH:31]1[C:29](=[O:30])[NH:28][C:26](=[S:27])[NH:25][C:32]1=[O:33]. Procedure: The Birch reduction products of 1,3-dimethoxybenzene and of 2,7-dimethoxynaphthalene each react with thiobarbituric acid to form the conjugated methoxy-thiobarbituric acid dyes as shown in FIG. 13. For this reaction, no solvent is used. The reactants were melted at 145° C. for 15 min. Methanol condensing at the walls of the flask showed successful reaction. Purification was carried out by simple filtration over a short column of SiO2 with CH2Cl2. Yields were typically around 60%. Reactants: ClC1=C(C=CC(=C1)Cl)C(O)(C=1N(C=CN1)COC)C1=C(C=C(C=C1)Cl)Cl (α,α-bis(2,4-dichlorophenyl)-1-(methoxymethyl)imidazole-2-methanol), C(C)(=O)O (acetic acid), Cl (hydrochloric acid). The solvent is O (water). The product is ClC1=C(C=CC(=C1)Cl)C(O)(C=1NC=CN1)C1=C(C=C(C=C1)Cl)Cl (α,α-Bis(2,4-dichlorophenyl)imidazole-2-methanol). RXN SMILES: [Cl:1][C:2]1[CH:7]=[C:6]([Cl:8])[CH:5]=[CH:4][C:3]=1[C:9]([C:19]1[CH:24]=[CH:23][C:22]([Cl:25])=[CH:21][C:20]=1[Cl:26])([C:11]1[N:12](COC)[CH:13]=[CH:14][N:15]=1)[OH:10].C(O)(=O)C.Cl>O>[Cl:1][C:2]1[CH:7]=[C:6]([Cl:8])[CH:5]=[CH:4][C:3]=1[C:9]([C:19]1[CH:24]=[CH:23][C:22]([Cl:25])=[CH:21][C:20]=1[Cl:26])([C:11]1[NH:15][CH:14]=[CH:13][N:12]=1)[OH:10]. Procedure: A solution of 10 g (0.023 mol) of α,α-bis(2,4-dichlorophenyl)-1-(methoxymethyl)imidazole-2-methanol in 150 ml. of glacial acetic acid, 15 ml. of concentrated hydrochloric acid and 15 ml. of water was refluxed for two hours and then concentrated. The residue was dissolved in a small amount of a mixture of ethanol and 2N hydrochloric acid and the solution was extracted with diethyl ether. The extract was dried over sodium sulphate and the ether was distilled off. Diethyl ether and petroleum ether ... The solvent is C(Cl)(Cl)(Cl)Cl (carbon tetrachloride). Yield: 63.8%. Yields the product BrCC1=CC=C(C=C1)C(CC1CCCC1)=O (1-(4-Bromomethyl-phenyl)-2-cyclopentyl-ethanone). Conditions: temperature 85 celsius. Procedure: Add NBS (523 mg, 2.94 mmol) and AIBN (44 mg, 0.267 mmol) to a solution of 2-cyclopentyl-1-p-tolyl-ethanone (540 mg, 2.67 mmol) in carbon tetrachloride (80 mL) and heat overnight at 85° C. Add water and extract the aqueous phase with dichloromethane. Dry the organic phase over MgSO4, filter and concentrate in vacuo. Purify the crude mixture by chromatography on silica gel eluting with hexane and hexane/EtOAc (98:2, 95:5) to obtain the desired intermediate as an oil (479 mg, 64%). RXN SMILES: C1C(=O)N([Br:8])C(=O)C1.CC(N=NC(C#N)(C)C)(C#N)C.[CH:21]1([CH2:26][C:27]([C:29]2[CH:34]=[CH:33][C:32]([CH3:35])=[CH:31][CH:30]=2)=[O:28])[CH2:25][CH2:24][CH2:23][CH2:22]1>C(Cl)(Cl)(Cl)Cl>[Br:8][CH2:35][C:32]1[CH:33]=[CH:34][C:29]([C:27](=[O:28])[CH2:26][CH:21]2[CH2:25][CH2:24][CH2:23][CH2:22]2)=[CH:30][CH:31]=1. Reactants: C1CC(=O)N(C1=O)Br (NBS), CC(C)(C#N)N=NC(C)(C)C#N (AIBN), C1(CCCC1)CC(=O)C1=CC=C(C=C1)C (2-cyclopentyl-1-p-tolyl-ethanone). The reactants are CN(C)C(=O)C1CCC2OC2C1, N. The product is CN(C)C(=O)C1CCC(O)C(N)C1. Reaction SMILES: [CH3:2][N:3]([C:4](=[O:5])[CH:6]1[CH2:7][CH:8]2[O:9][CH:10]2[CH2:11][CH2:12]1)[CH3:13].[NH3:1]>>[NH2:1][CH:8]1[CH2:7][CH:6]([C:4]([N:3]([CH3:2])[CH3:13])=[O:5])[CH2:12][CH2:11][CH:10]1[OH:9]. Starting materials: COC(=O)C1=CC2=C(C=N1)N=CN2 (methyl-1H-imidazo[4,5-c]pyridine-6-carboxylate), COCCN (2-methoxyethanamine). Solvent: CO (methanol). Product: COCCNC(=O)C1=CC2=C(C=N1)N=CN2 (N-(2-Methoxyethyl)-1H-imidazo[4,5-c]pyridine-6-carboxamide). RXN SMILES: CO[C:3]([C:5]1[N:10]=[CH:9][C:8]2[N:11]=[CH:12][NH:13][C:7]=2[CH:6]=1)=[O:4].[CH3:14][O:15][CH2:16][CH2:17][NH2:18]>CO>[CH3:14][O:15][CH2:16][CH2:17][NH:18][C:3]([C:5]1[N:10]=[CH:9][C:8]2[N:11]=[CH:12][NH:13][C:7]=2[CH:6]=1)=[O:4]. Procedure: In a similar manner as described for example D5, 2.0 g of methyl-1H-imidazo[4,5-c]pyridine-6-carboxylate (example D2) and 8.5 g of 2-methoxyethanamine in 50 ml methanol yield the title compound. Starting materials: COc1ccc(C(C)(C)C(=O)c2sc(-c3ccc(C(F)(F)F)cc3)cc2C)cc1C, Cl, c1ccncc1. Yields the product Cc1cc(C(C)(C)C(=O)c2sc(-c3ccc(C(F)(F)F)cc3)cc2C)ccc1O. Reaction SMILES: [CH3:1][O:2][c:3]1[c:4]([CH3:30])[cH:5][c:6]([C:9]([C:10](=[O:11])[c:12]2[s:13][c:14](-[c:18]3[cH:19][cH:20][c:21]([C:24]([F:25])([F:26])[F:27])[cH:22][cH:23]3)[cH:15][c:16]2[CH3:17])([CH3:28])[CH3:29])[cH:7][cH:8]1.[ClH:31].[n:32]1[cH:33][cH:34][cH:35][cH:36][cH:37]1>>[OH:2][c:3]1[c:4]([CH3:30])[cH:5][c:6]([C:9]([C:10](=[O:11])[c:12]2[s:13][c:14](-[c:18]3[cH:19][cH:20][c:21]([C:24]([F:25])([F:26])[F:27])[cH:22][cH:23]3)[cH:15][c:16]2[CH3:17])([CH3:28])[CH3:29])[cH:7][cH:8]1. Starting materials: ClC1=C(C=C(C=C1)Cl)CS(=O)(=O)C=1C=C2/C(/C(NC2=CC1)=O)=C/C1=C(C(=C(N1)C)C(=O)O)C (5-[5-(2,5-Dichloro-phenylmethanesulfonyl)-2-oxo-1,2-dihydro-indol-(3Z)-ylidenemethyl]-2,4-dimethyl-1H-pyrrole-3-carboxylic acid), C[C@H]1N[C@H](CNC1)C ((2R,6S)-2,6-dimethyl-piperazine), C=1C=CC2=C(C1)N=NN2O (HOBt), CCN=C=NCCCN(C)C.Cl (EDAC.HCl), TEA. Solvent: CN(C)C=O (DMF). Product: ClC1=C(C=C(C=C1)Cl)CS(=O)(=O)C=1C=C2/C(/C(NC2=CC1)=O)=C/C=1NC(=C(C1C)C(=O)N1C[C@H](N[C@H](C1)C)C)C (5-(2,5-Dichloro-phenylmethanesulfonyl)-3-[1-[4-((3R,5S)-3,5-dimethyl-piperazine-1-carbonyl)-3,5-dimethyl-1H-pyrrol-2-yl]-meth-(Z)-ylidene]-1,3-dihydro-indol-2-one). RXN SMILES: [Cl:1][C:2]1[CH:7]=[CH:6][C:5]([Cl:8])=[CH:4][C:3]=1[CH2:9][S:10]([C:13]1[CH:14]=[C:15]2[C:19](=[CH:20][CH:21]=1)[NH:18][C:17](=[O:22])/[C:16]/2=[CH:23]\[C:24]1[NH:28][C:27]([CH3:29])=[C:26]([C:30]([OH:32])=O)[C:25]=1[CH3:33])(=[O:12])=[O:11].[CH3:34][C@@H:35]1[CH2:40][NH:39][CH2:38][C@H:37]([CH3:41])[NH:36]1.C1C=CC2N(O)N=NC=2C=1.CCN=C=NCCCN(C)C.Cl>CN(C=O)C>[Cl:1][C:2]1[CH:7]=[CH:6][C:5]([Cl:8])=[CH:4][C:3]=1[CH2:9][S:10]([C:13]1[CH:14]=[C:15]2[C:19](=[CH:20][CH:21]=1)[NH:18][C:17](=[O:22])/[C:16]/2=[CH:23]\[C:24]1[NH:28][C:27]([CH3:29])=[C:26]([C:30]([N:39]2[CH2:38][C@H:37]([CH3:41])[NH:36][C@H:35]([CH3:34])[CH2:40]2)=[O:32])[C:25]=1[CH3:33])(=[O:11])=[O:12] |f:3.4|. Reported procedure: 5-[5-(2,5-Dichloro-phenylmethanesulfonyl)-2-oxo-1,2-dihydro-indol-(3Z)-ylidenemethyl]-2,4-dimethyl-1H-pyrrole-3-carboxylic acid (120 mg, 0.2 mmol) was coupled with (2R,6S)-2,6-dimethyl-piperazine (50 mg, 0.2 mmol), HOBt (36 mg, 1.1 eq.), EDAC.HCl (40 mg, 1.1 eq.) and TEA (76 mg) in DMF (25 mL) at 75° C. for 2 hours to give the titled compound. Reactants: C(C=C)(=O)Cl (acryloyl chloride), NCCC(=O)O (beta-alanine). The product is C(C=C)(=O)NCCC(=O)O (N-Acryloyl-beta-alanine). RXN SMILES: [C:1](Cl)(=[O:4])[CH:2]=[CH2:3].[NH2:6][CH2:7][CH2:8][C:9]([OH:11])=[O:10]>>[C:1]([NH:6][CH2:7][CH2:8][C:9]([OH:11])=[O:10])(=[O:4])[CH:2]=[CH2:3]. Procedure: This amide monomer was prepared from acryloyl chloride and beta-alanine per Example 1 procedure, with the recrystallized (ethyl acetate solvent) product having a melting point of 97°-99° C.